From a dataset of the Open Reaction Database (ORD), a public repository of structured organic reaction records. describe an organic reaction: reactants, conditions, products, and yield Starting materials: BrCC(=O)C1=CC(=C(C(=C1)[N+](=O)[O-])O)O (2-bromo-3',4'-dihydroxy-5'-nitroacetophenone), N1=CC(=CC2=CC=CC=C12)NC(=S)N (1-(3-quinolinyl)-2-thiourea). Solvent: C(CCC)O (n-butanol). Yields the product Br.[N+](=O)([O-])C1=C(C(O)=CC(=C1)C=1N=C(SC1)NC=1C=NC2=CC=CC=C2C1)O (3-nitro-5-[2-(3-quinolinylamino)-4-thiazolyl]pyrocatechol hydrobromide). As a reaction SMILES: [Br:1][CH2:2][C:3]([C:5]1[CH:10]=[C:9]([N+:11]([O-:13])=[O:12])[C:8]([OH:14])=[C:7]([OH:15])[CH:6]=1)=O.[N:16]1[C:25]2[C:20](=[CH:21][CH:22]=[CH:23][CH:24]=2)[CH:19]=[C:18]([NH:26][C:27]([NH2:29])=[S:28])[CH:17]=1>C(O)CCC>[BrH:1].[N+:11]([C:9]1[CH:10]=[C:5]([C:3]2[N:29]=[C:27]([NH:26][C:18]3[CH:17]=[N:16][C:25]4[C:20]([CH:19]=3)=[CH:21][CH:22]=[CH:23][CH:24]=4)[S:28][CH:2]=2)[CH:6]=[C:7]([OH:15])[C:8]=1[OH:14])([O-:13])=[O:12] |f:3.4|. Procedure details: A suspension of 6.35 g of 2-bromo-3',4'-dihydroxy-5'-nitroacetophenone is treated with 4.68 g of 1-(3-quinolinyl)-2-thiourea in 150 ml of n-butanol and heated to boiling under reflux for 3 hours. After cooling to room temperature the crystals are filtered under suction and recrystallized from n-butanol. There is obtained 3-nitro-5-[2-(3-quinolinylamino)-4-thiazolyl]pyrocatechol hydrobromide of m.p. >300°.